Task: describe an organic reaction: reactants, conditions, products, and yield. Dataset: the Open Reaction Database (ORD), a public repository of structured organic reaction records The reactants are CC(O)C1CN(Cc2ccccc2)CC1c1ccc(F)c(F)c1, C1CCOC1, Oc1ccc(Cl)cn1, c1ccc(P(c2ccccc2)c2ccccc2)cc1. Product: CC(Oc1ccc(Cl)cn1)C1CN(Cc2ccccc2)CC1c1ccc(F)c(F)c1. As a reaction SMILES: [CH2:28]([c:29]1[cH:30][cH:31][cH:32][cH:33][cH:34]1)[N:35]1[CH2:36][CH:37]([CH:48]([CH3:49])[OH:50])[CH:38]([c:40]2[cH:41][c:42]([F:47])[c:43]([F:46])[cH:44][cH:45]2)[CH2:39]1.[CH2:51]1[O:52][CH2:53][CH2:54][CH2:55]1.[Cl:20][c:21]1[cH:22][cH:23][c:24]([OH:27])[n:25][cH:26]1.[c:1]1([P:2]([c:3]2[cH:4][cH:5][cH:6][cH:7][cH:8]2)[c:9]2[cH:10][cH:11][cH:12][cH:13][cH:14]2)[cH:15][cH:16][cH:17][cH:18][cH:19]1>>[Cl:20][c:21]1[cH:22][cH:23][c:24]([O:27][CH:48]([CH:37]2[CH2:36][N:35]([CH2:28][c:29]3[cH:30][cH:31][cH:32][cH:33][cH:34]3)[CH2:39][CH:38]2[c:40]2[cH:41][c:42]([F:47])[c:43]([F:46])[cH:44][cH:45]2)[CH3:49])[n:25][cH:26]1. The reactants are O=C(O)CCCCCCCBr, C=C(CO)COC(=O)CCCCCCCCCCCCCCC. Yields the product C=C(COC(=O)CCCCCCCBr)COC(=O)CCCCCCCCCCCCCCC. As a reaction SMILES: [Br:24][CH2:25][CH2:26][CH2:27][CH2:28][CH2:29][CH2:30][CH2:31][C:32](=[O:33])[OH:34].[C:1]([CH2:2][CH2:3][CH2:4][CH2:5][CH2:6][CH2:7][CH2:8][CH2:9][CH2:10][CH2:11][CH2:12][CH2:13][CH2:14][CH2:15][CH3:16])(=[O:17])[O:18][CH2:19][C:20]([CH2:21][OH:22])=[CH2:23]>>[C:1]([CH2:2][CH2:3][CH2:4][CH2:5][CH2:6][CH2:7][CH2:8][CH2:9][CH2:10][CH2:11][CH2:12][CH2:13][CH2:14][CH2:15][CH3:16])(=[O:17])[O:18][CH2:19][C:20]([CH2:21][O:22][C:32]([CH2:31][CH2:30][CH2:29][CH2:28][CH2:27][CH2:26][CH2:25][Br:24])=[O:33])=[CH2:23]. The reactants are P(OC1=CC=CC=C1)(OC1=CC=CC=C1)(Cl)=S (O,O-Diphenyl phosphorochloridothioate), P(=S)(OC1=CC=CC=C1)(OC1=CC=CC=C1)Cl ((PhO)2P(S)Cl), O.NN (hydrazine hydrate), solution, NN (hydrazine). The product is P(OC1=CC=CC=C1)(OC1=CC=CC=C1)(NN)=S (O,O-Diphenyl Phosphorohydrazidothioate). Isolated yield 84.0%. RXN SMILES: [P:1](=[S:17])(Cl)([O:9][C:10]1[CH:15]=[CH:14][CH:13]=[CH:12][CH:11]=1)[O:2][C:3]1[CH:8]=[CH:7][CH:6]=[CH:5][CH:4]=1.O.[NH2:19][NH2:20].NN>>[P:1](=[S:17])([NH:19][NH2:20])([O:9][C:10]1[CH:15]=[CH:14][CH:13]=[CH:12][CH:11]=1)[O:2][C:3]1[CH:8]=[CH:7][CH:6]=[CH:5][CH:4]=1 |f:1.2|. Reported procedure: O,O-Diphenyl phosphorochloridothioate, (PhO)2P(S)Cl, (38 g, 0.13 mole) was added slowly to hydrazine hydrate, (25 g of 60% solution ≅0.47 mole hydrazine) at 65°-75° C. The mixture was allowed to cool slowly and the solid product was then recovered by filtration, washed with water and dried. Recrystallization from benzene/petroleum ether (1:1) gave 30.5 g product (84% yield) melting at 59°-61° C. The reactants are COC(=O)c1cccc2cc(Oc3c(Cl)cc(N)cc3Cl)cnc12, O=S(=O)(Cl)c1ccc(Cl)cc1Cl, ClCCl, [Na+], O=C([O-])O, c1ccncc1. The product is COC(=O)c1cccc2cc(Oc3c(Cl)cc(NS(=O)(=O)c4ccc(Cl)cc4Cl)cc3Cl)cnc12. RXN SMILES: [CH3:1][O:2][C:3](=[O:4])[c:5]1[cH:6][cH:7][cH:8][c:9]2[cH:10][c:11]([O:15][c:16]3[c:17]([Cl:24])[cH:18][c:19]([NH2:23])[cH:20][c:21]3[Cl:22])[cH:12][n:13][c:14]12.[Cl:31][c:32]1[c:33]([S:39](=[O:40])(=[O:41])[Cl:42])[cH:34][cH:35][c:36]([Cl:38])[cH:37]1.[Cl:48][CH2:49][Cl:50].[Na+:47].[O-:43][C:44]([OH:45])=[O:46].[cH:25]1[cH:26][cH:27][n:28][cH:29][cH:30]1>>[CH3:1][O:2][C:3](=[O:4])[c:5]1[cH:6][cH:7][cH:8][c:9]2[cH:10][c:11]([O:15][c:16]3[c:17]([Cl:24])[cH:18][c:19]([NH:23][S:39]([c:33]4[c:32]([Cl:31])[cH:37][c:36]([Cl:38])[cH:35][cH:34]4)(=[O:40])=[O:41])[cH:20][c:21]3[Cl:22])[cH:12][n:13][c:14]12. Starting materials: O=C(Cl)CCl, CCNc1nc(C)ccc1C(=O)c1cccc(Cl)c1, CN(C)C=O, c1ccncc1. Yields the product CCN(C(=O)CCl)c1nc(C)ccc1C(=O)c1cccc(Cl)c1. As a reaction SMILES: [Cl:25][CH2:26][C:27](=[O:28])[Cl:29].[Cl:6][c:7]1[cH:8][c:9]([C:10](=[O:11])[c:12]2[c:13]([NH:19][CH2:20][CH3:21])[n:14][c:15]([CH3:18])[cH:16][cH:17]2)[cH:22][cH:23][cH:24]1.[O:1]=[CH:2][N:3]([CH3:4])[CH3:5].[cH:30]1[cH:31][cH:32][n:33][cH:34][cH:35]1>>[Cl:6][c:7]1[cH:8][c:9]([C:10](=[O:11])[c:12]2[c:13]([N:19]([CH2:20][CH3:21])[C:27]([CH2:26][Cl:25])=[O:28])[n:14][c:15]([CH3:18])[cH:16][cH:17]2)[cH:22][cH:23][cH:24]1. Reactants: S(=O)(=O)(O)[O-].[K+] (potassium hydrogensulfate), N1C(=CC=C1)C(=O)O (1H-pyrrole-2-carboxylic acid), CCN=C=NCCCN(C)C.Cl (WSCI.HCl), C=1C=CC2=C(C1)N=NN2O (HOBt), CO (methanol). Reagents/catalysts: CN(C1=CC=NC=C1)C (4-dimethylaminopyridine). The solvent is CN(C=O)C (dimethylformamide). Conditions: temperature 60 celsius, time 2 hour. Product: N1C(=CC=C1)C(=O)OC (methyl 1H-pyrrole-2-carboxlate). Isolated yield 78.8%. As a reaction SMILES: [NH:1]1[CH:5]=[CH:4][CH:3]=[C:2]1[C:6]([OH:8])=[O:7].[CH3:9]CN=C=NCCCN(C)C.Cl.C1C=CC2N(O)N=NC=2C=1.CO.S([O-])(O)(=O)=O.[K+]>CN(C)C1C=CN=CC=1.CN(C)C=O>[NH:1]1[CH:5]=[CH:4][CH:3]=[C:2]1[C:6]([O:8][CH3:9])=[O:7] |f:1.2,5.6|. Procedure: A suspension of 1H-pyrrole-2-carboxylic acid (5.5 g, 49.5 mmol), WSCI.HCl (12.2 g, 63.6 mmol), HOBt (8.4 g, 62.2 mmol), methanol (7.0 g, 218 mmol) and 4-dimethylaminopyridine (3.0 g, 24.5 mmol) in dimethylformamide (60 ml) was stirred for 70 hours at room temperature and for 2 hours at 60° C. To the reaction mixture was added an aqueous 5% potassium hydrogensulfate solution and the mixture was extracted with ethyl acetate/toluene (1/1). The organic layer was washed with an aqueous saturated sodi... Reactants: CCOC(=O)c1cccc(N2CC3CCCN3c3nc(SC)ncc3C2=O)c1, CCO, [Na+], [OH-]. RXN SMILES: [CH3:1][S:2][c:3]1[n:4][cH:5][c:6]2[c:7]([n:28]1)[N:8]1[CH2:9][CH2:10][CH2:11][CH:12]1[CH2:13][N:14]([c:17]1[cH:18][c:19]([C:20](=[O:21])[O:22][CH2:23][CH3:24])[cH:25][cH:26][cH:27]1)[C:15]2=[O:16].[CH3:31][CH2:32][OH:33].[Na+:30].[OH-:29]>>[CH3:1][S:2][c:3]1[n:4][cH:5][c:6]2[c:7]([n:28]1)[N:8]1[CH2:9][CH2:10][CH2:11][CH:12]1[CH2:13][N:14]([c:17]1[cH:18][c:19]([C:20](=[O:21])[OH:22])[cH:25][cH:26][cH:27]1)[C:15]2=[O:16]. The product is CSc1ncc2c(n1)N1CCCC1CN(c1cccc(C(=O)O)c1)C2=O. Reactants: [Br-], [Li]CCCC, c1ccc(C[P+](c2ccccc2)(c2ccccc2)c2ccccc2)cc1, C1CCOC1, CCCCC, O=C1CCC(=O)CC1. Yields the product O=C1CCC(=Cc2ccccc2)CC1. RXN SMILES: [Br-:1].[CH2:28]([Li:29])[CH2:30][CH2:31][CH3:32].[CH2:2]([c:3]1[cH:4][cH:5][cH:6][cH:7][cH:8]1)[P+:9]([c:10]1[cH:11][cH:12][cH:13][cH:14][cH:15]1)([c:16]1[cH:17][cH:18][cH:19][cH:20][cH:21]1)[c:22]1[cH:23][cH:24][cH:25][cH:26][cH:27]1.[CH2:41]1[O:42][CH2:43][CH2:44][CH2:45]1.[CH3:46][CH2:47][CH2:48][CH2:49][CH3:50].[O:33]=[C:34]1[CH2:35][CH2:36][C:37](=[O:38])[CH2:39][CH2:40]1>>[CH:2]([c:3]1[cH:4][cH:5][cH:6][cH:7][cH:8]1)=[C:34]1[CH2:35][CH2:36][C:37](=[O:38])[CH2:39][CH2:40]1. Reactants: [BH4-], CS(C)=O, Nc1ccc(C(F)(C(F)(F)F)C(F)(F)F)nc1, [Na+], O. Product: Nc1ccc(C(C(F)(F)F)C(F)(F)F)nc1. As a reaction SMILES: [BH4-:1].[CH3:21][S:22]([CH3:23])=[O:24].[NH2:3][c:4]1[cH:5][cH:6][c:7]([C:10]([C:11]([F:12])([F:13])[F:14])([C:15]([F:16])([F:17])[F:18])[F:19])[n:8][cH:9]1.[Na+:2].[OH2:20]>>[NH2:3][c:4]1[cH:5][cH:6][c:7]([CH:10]([C:11]([F:12])([F:13])[F:14])[C:15]([F:16])([F:17])[F:18])[n:8][cH:9]1.